The task is: describe an organic reaction: reactants, conditions, products, and yield. This data is from the Open Reaction Database (ORD), a public repository of structured organic reaction records. Reactants: CC#N, COc1ccc(CCl)cc1, [K+], [K+], O=C([O-])[O-], CCOC(=O)c1cn[nH]c1. The product is CCOC(=O)c1cnn(Cc2ccc(OC)cc2)c1. Reaction SMILES: [CH3:27][C:28]#[N:29].[Cl:7][CH2:8][c:9]1[cH:10][cH:11][c:12]([O:15][CH3:16])[cH:13][cH:14]1.[K+:1].[K+:2].[O-:3][C:4]([O-:5])=[O:6].[nH:17]1[n:18][cH:19][c:20]([C:22](=[O:23])[O:24][CH2:25][CH3:26])[cH:21]1>>[CH2:8]([c:9]1[cH:10][cH:11][c:12]([O:15][CH3:16])[cH:13][cH:14]1)[n:17]1[n:18][cH:19][c:20]([C:22](=[O:23])[O:24][CH2:25][CH3:26])[cH:21]1. Reactants: ClC1=NC2=CC=CC=C2C(=C1)Cl (2,4-Dichloroquinoline), O1CCOCC1 (dioxane), NN (hydrazine), O1CCOCC1 (dioxane). Solvent: C(=O)O (formic acid), C(=O)O (formic acid). The product is ClC1=CC=2N(C3=CC=CC=C13)C=NN2 (5-chloro-s-triazolo(4,3-a)quinoline). RXN SMILES: Cl[C:2]1[CH:11]=[C:10]([Cl:12])[C:9]2[C:4](=[CH:5][CH:6]=[CH:7][CH:8]=2)[N:3]=1.[NH2:13][NH2:14].O1CCOC[CH2:16]1>C(O)=O>[Cl:12][C:10]1[C:9]2[C:4](=[CH:5][CH:6]=[CH:7][CH:8]=2)[N:3]2[CH:16]=[N:13][N:14]=[C:2]2[CH:11]=1. Procedure: 2,4-Dichloroquinoline (1.0 mole) was combined with 1 mole of anhydrous hydrazine in 4 liters of dioxane. The reaction mixture was heated at reflux for 12 hours at which time the reaction mixture was allowed to cool and the dioxane was stripped off. The resultant solid was refluxed for twelve hours in formic acid, then allowed to cool and the formic acid stripped off. The 5-chloro-s-triazolo(4,3-a)quinoline was then isolated and purified by column chromatography. A silica gel column was used with... The reactants are FC1=CC=C(C=C1)[Si](CN1N=CN=C1)(C)C1=CC=C(C=C1)F (bis(4-fluorophenyl)methyl(1H-1,2,4-triazol-1-ylmethyl)silane), C(CCC)[Li] (n-butyllithium), ether hexanes, CSSC (dimethyl disulfide). Run in C1CCOC1 (THF). Run at time 30 minute. The product is FC1=CC=C(C=C1)[Si](CN1N=CN=C1SC)(C)C1=CC=C(C=C1)F (bis(4-Fluorophenyl)methyl(5-methylthio-1H-1,2,4-triazol-1-ylmethyl)silane). The yield is 77.5%. Reaction SMILES: [F:1][C:2]1[CH:7]=[CH:6][C:5]([Si:8]([C:16]2[CH:21]=[CH:20][C:19]([F:22])=[CH:18][CH:17]=2)([CH3:15])[CH2:9][N:10]2[CH:14]=[N:13][CH:12]=[N:11]2)=[CH:4][CH:3]=1.C([Li])CCC.[CH3:28][S:29]SC>C1COCC1>[F:1][C:2]1[CH:3]=[CH:4][C:5]([Si:8]([C:16]2[CH:17]=[CH:18][C:19]([F:22])=[CH:20][CH:21]=2)([CH3:15])[CH2:9][N:10]2[C:14]([S:29][CH3:28])=[N:13][CH:12]=[N:11]2)=[CH:6][CH:7]=1. Procedure: A solution of 1.5 g (0.005 mol) of bis(4-fluorophenyl)methyl(1H-1,2,4-triazol-1-ylmethyl)silane in 10 mL of THF was treated with n-butyllithium as described in Example 1. To this solution was added 0.63 mL (0.007 mol) of dimethyl disulfide. The reaction mixture was allowed to warm to 0°, stirred 30 minutes, then poured into 1:1 ether/hexanes, washed with 7% aqueous NaHCO3 and brine, dried over Na2SO4, filtered and evaporated. The crude product was flash chromatographed (5% ether/methylene chlori... Reactants: NCCCCCCCCNCCCCCCCCN (1,17-diamino-9-azaheptadecane), C(C)(C)(C)OC(=O)NC(SC)=NC(=O)OC(C)(C)C (N,N′-bis(tert-butoxycarbonyl)-S-methylisothiourea). The solvent is C1CCOC1.CO (THF CH3OH), C1CCOC1 (THF). Run at time 16 hour. Product: NCCCCCCCCNCCCCCCCCNC(=NC(=O)OC(C)(C)C)NC(=O)OC(C)(C)C (1-amino-17-[N2,N3-bis(tert-butoxycarbonyl)guanidino]-9-azaheptadecane). As a reaction SMILES: [NH2:1][CH2:2][CH2:3][CH2:4][CH2:5][CH2:6][CH2:7][CH2:8][CH2:9][NH:10][CH2:11][CH2:12][CH2:13][CH2:14][CH2:15][CH2:16][CH2:17][CH2:18][NH2:19].[C:20]([O:24][C:25]([NH:27][C:28](=[N:31][C:32]([O:34][C:35]([CH3:38])([CH3:37])[CH3:36])=[O:33])SC)=[O:26])([CH3:23])([CH3:22])[CH3:21]>C1COCC1.CO.C1COCC1>[NH2:19][CH2:18][CH2:17][CH2:16][CH2:15][CH2:14][CH2:13][CH2:12][CH2:11][NH:10][CH2:9][CH2:8][CH2:7][CH2:6][CH2:5][CH2:4][CH2:3][CH2:2][NH:1][C:28]([NH:27][C:25]([O:24][C:20]([CH3:23])([CH3:22])[CH3:21])=[O:26])=[N:31][C:32]([O:34][C:35]([CH3:38])([CH3:37])[CH3:36])=[O:33] |f:2.3|. Procedure details: To a stirred solution of 1,17-diamino-9-azaheptadecane 3 (4.9 g, 15.06 mmol) in THF/CH3OH 5/3 (80 mL) at 50° C., a solution of N,N′-bis(tert-butoxycarbonyl)-S-methylisothiourea (1.456 g, 5.02 mmol) in THF (25 mL) was added dropwise over 1 h. After 16 h, the reaction mixture was concentrated under reduced pressure and the residue was purified by flash chromatography (6% methanol, 4% triethylamine, 90% ethyl acetate), affording 12 as a pale yellow oil, 3.51 g (70%).